This data is from the Open Reaction Database (ORD), a public repository of structured organic reaction records. The task is: describe an organic reaction: reactants, conditions, products, and yield Reactants: ClCCl, CC1(C)Cc2sc(C(=O)O)cc2C1=O, CC1(C)OB(c2ccc(F)c(N)c2)OC1(C)C, c1ccncc1. The product is CC1(C)Cc2sc(C(=O)Nc3cc(B4OC(C)(C)C(C)(C)O4)ccc3F)cc2C1=O. RXN SMILES: [CH2:38]([Cl:39])[Cl:40].[CH3:1][C:2]1([CH3:14])[C:3](=[O:13])[c:4]2[c:5]([s:6][c:7]([C:9](=[O:10])[OH:11])[cH:8]2)[CH2:12]1.[F:15][c:16]1[c:17]([NH2:18])[cH:19][c:20]([B:23]2[O:24][C:25]([CH3:30])([CH3:31])[C:26]([CH3:28])([CH3:29])[O:27]2)[cH:21][cH:22]1.[cH:32]1[cH:33][cH:34][n:35][cH:36][cH:37]1>>[CH3:1][C:2]1([CH3:14])[C:3](=[O:13])[c:4]2[c:5]([s:6][c:7]([C:9](=[O:11])[NH:18][c:17]3[c:16]([F:15])[cH:22][cH:21][c:20]([B:23]4[O:24][C:25]([CH3:30])([CH3:31])[C:26]([CH3:28])([CH3:29])[O:27]4)[cH:19]3)[cH:8]2)[CH2:12]1.